From a dataset of the Open Reaction Database (ORD), a public repository of structured organic reaction records. describe an organic reaction: reactants, conditions, products, and yield Reactants: CON=C(C(=O)OCC)C(=O)CBr (ethyl 2-methoxyimino-4-bromoacetoacetate), NC(=O)N (urea). The solvent is CN(C=O)C (dimethylformamide). Product: NC=1OC=C(N1)C(C(=O)OCC)=NOC (ethyl 2-(2-amino-4-oxazolyl)-2-methoxyimino-acetate). The yield is 26.0%. RXN SMILES: [CH3:1][O:2][N:3]=[C:4]([C:10]([CH2:12]Br)=O)[C:5]([O:7][CH2:8][CH3:9])=[O:6].[NH2:14][C:15]([NH2:17])=[O:16]>CN(C)C=O>[NH2:17][C:15]1[O:16][CH:12]=[C:10]([C:4](=[N:3][O:2][CH3:1])[C:5]([O:7][CH2:8][CH3:9])=[O:6])[N:14]=1. Procedure: A solution of 50.4 g (0.2 mol) of ethyl 2-methoxyimino-4-bromoacetoacetate [M. Ochiai et al., Chem. Pharm. Bull. 25, 3115 (1977)] and 60.1 g (1 mol) of urea in 200 ml of dimethylformamide is heated to 100° C. for 30 minutes. Thereafter, the mixture is evaporated, the residue is taken up in 800 ml of water, neutralized with sodium bicarbonate and extracted with ethyl acetate. The ethyl acetate extract is chromatographed on silica gel with acetonitrile/methylene chloride (1:1). There is obtained e... Starting materials: O=C1CCCC=2NC=3C=CC=C(C3C12)C(=O)OC (methyl 4-oxo-2,3,4,9-tetrahydro-1H-carbazole-5-carboxylate), CC(C)([O-])C.[K+] (potassium t-butoxide), CI (methyl iodide). The solvent is C1CCOC1 (THF). Run at time 30 minute. Yields the product CN1C=2C=CC=C(C2C=2C(CCCC12)=O)C(=O)OC (Methyl 9-methyl-4-oxo-2,3,4,9-tetrahydro-1H-carbazole-5-carboxylate). Yield: 178.8%. As a reaction SMILES: [O:1]=[C:2]1[C:14]2[C:13]3[C:12]([C:15]([O:17][CH3:18])=[O:16])=[CH:11][CH:10]=[CH:9][C:8]=3[NH:7][C:6]=2[CH2:5][CH2:4][CH2:3]1.[CH3:19]C(C)([O-])C.[K+].CI>C1COCC1>[CH3:19][N:7]1[C:6]2[CH2:5][CH2:4][CH2:3][C:2](=[O:1])[C:14]=2[C:13]2[C:12]([C:15]([O:17][CH3:18])=[O:16])=[CH:11][CH:10]=[CH:9][C:8]1=2 |f:1.2|. Procedure details: To a solution of methyl 4-oxo-2,3,4,9-tetrahydro-1H-carbazole-5-carboxylate (0.27 g, 1 mmol) in THF (5 ml) at 0° C. under N2 was added potassium t-butoxide (0.12 g, 1.05 mmol). The reaction mixture was stirred for 30 minutes followed by the addition of methyl iodide (0.76 g, 5.0 mmol). After 3 hours, the reaction mixture was concentrated to a residue and partitioned between EtOAc (40 ml) and 1N HCl (5 ml). The layers were shaken and separated. The organic layer was washed with 1N HCl (2×80 ml) a...